This data is from the Open Reaction Database (ORD), a public repository of structured organic reaction records. The task is: describe an organic reaction: reactants, conditions, products, and yield The reactants are N#Cc1c(Cl)c2cscc2[nH]c1=O, O=C(c1cccs1)N1CCNCC1. Product: N#Cc1c(N2CCN(C(=O)c3cccs3)CC2)c2cscc2[nH]c1=O. As a reaction SMILES: [Cl:1][c:2]1[c:3]([C:12]#[N:13])[c:4](=[O:11])[nH:5][c:6]2[cH:7][s:8][cH:9][c:10]12.[N:14]1([C:20](=[O:21])[c:22]2[s:23][cH:24][cH:25][cH:26]2)[CH2:15][CH2:16][NH:17][CH2:18][CH2:19]1>>[c:2]1([N:17]2[CH2:16][CH2:15][N:14]([C:20](=[O:21])[c:22]3[s:23][cH:24][cH:25][cH:26]3)[CH2:19][CH2:18]2)[c:3]([C:12]#[N:13])[c:4](=[O:11])[nH:5][c:6]2[cH:7][s:8][cH:9][c:10]12. Reactants: COC=1C=C(C=CC1)O (3-methoxyphenol), BrCCCCCl (1-bromo-4-chlorobutane). The product is ClCCCCOC1=CC(=CC=C1)OC (1-(4-CHLOROBUTOXY)-3-METHOXYBENZENE). As a reaction SMILES: [CH3:1][O:2][C:3]1[CH:4]=[C:5]([OH:9])[CH:6]=[CH:7][CH:8]=1.Br[CH2:11][CH2:12][CH2:13][CH2:14][Cl:15]>>[Cl:15][CH2:14][CH2:13][CH2:12][CH2:11][O:9][C:5]1[CH:6]=[CH:7][CH:8]=[C:3]([O:2][CH3:1])[CH:4]=1. Procedure details: Prepared by Procedure U and Scheme AK using 3-methoxyphenol and 1-bromo-4-chlorobutane. Reactants: Brc1cccc(N2CCCC2)n1, CCCC[Sn](CCCC)(CCCC)c1cnc2[nH]cc(C(=O)C(C)(C)C)c2n1, C1COCCO1, c1ccc(P(c2ccccc2)(c2ccccc2)[Pd](P(c2ccccc2)(c2ccccc2)c2ccccc2)(P(c2ccccc2)(c2ccccc2)c2ccccc2)P(c2ccccc2)(c2ccccc2)c2ccccc2)cc1. Product: CC(C)(C)C(=O)c1c[nH]c2ncc(-c3cccc(N4CCCC4)n3)nc12. RXN SMILES: [Br:29][c:30]1[n:31][c:32]([N:36]2[CH2:37][CH2:38][CH2:39][CH2:40]2)[cH:33][cH:34][cH:35]1.[CH3:1][C:2]([C:3](=[O:4])[c:5]1[cH:6][nH:7][c:8]2[n:9][cH:10][c:11]([Sn:14]([CH2:15][CH2:16][CH2:17][CH3:18])([CH2:19][CH2:20][CH2:21][CH3:22])[CH2:23][CH2:24][CH2:25][CH3:26])[n:12][c:13]12)([CH3:27])[CH3:28].[O:41]1[CH2:42][CH2:43][O:44][CH2:45][CH2:46]1.[cH:47]1[cH:48][cH:49][c:50]([P:51]([Pd:52]([P:53]([c:54]2[cH:55][cH:56][cH:57][cH:58][cH:59]2)([c:60]2[cH:61][cH:62][cH:63][cH:64][cH:65]2)[c:66]2[cH:67][cH:68][cH:69][cH:70][cH:71]2)([P:72]([c:73]2[cH:74][cH:75][cH:76][cH:77][cH:78]2)([c:79]2[cH:80][cH:81][cH:82][cH:83][cH:84]2)[c:85]2[cH:86][cH:87][cH:88][cH:89][cH:90]2)[P:91]([c:92]2[cH:93][cH:94][cH:95][cH:96][cH:97]2)([c:98]2[cH:99][cH:100][cH:101][cH:102][cH:103]2)[c:104]2[cH:105][cH:106][cH:107][cH:108][cH:109]2)([c:110]2[cH:111][cH:112][cH:113][cH:114][cH:115]2)[c:116]2[cH:117][cH:118][cH:119][cH:120][cH:121]2)[cH:122][cH:123]1>>[CH3:1][C:2]([C:3](=[O:4])[c:5]1[cH:6][nH:7][c:8]2[n:9][cH:10][c:11](-[c:30]3[n:31][c:32]([N:36]4[CH2:37][CH2:38][CH2:39][CH2:40]4)[cH:33][cH:34][cH:35]3)[n:12][c:13]12)([CH3:27])[CH3:28]. Reactants: ClCCl, CCCC(O)C(CNCC(C)C)NC(=O)CC(=O)Nc1cc(NC(=O)OC(C)(C)C)cc(C(F)(F)F)c1. The product is CCCC(O)C(CNCC(C)C)NC(=O)CC(=O)Nc1cc(N)cc(C(F)(F)F)c1. As a reaction SMILES: [CH2:38]([Cl:39])[Cl:40].[OH:1][CH:2]([CH:3]([CH2:4][NH:5][CH2:6][CH:7]([CH3:8])[CH3:9])[NH:10][C:11]([CH2:12][C:13](=[O:14])[NH:15][c:16]1[cH:17][c:18]([NH:26][C:27](=[O:28])[O:29][C:30]([CH3:31])([CH3:32])[CH3:33])[cH:19][c:20]([C:22]([F:23])([F:24])[F:25])[cH:21]1)=[O:34])[CH2:35][CH2:36][CH3:37]>>[OH:1][CH:2]([CH:3]([CH2:4][NH:5][CH2:6][CH:7]([CH3:8])[CH3:9])[NH:10][C:11]([CH2:12][C:13](=[O:14])[NH:15][c:16]1[cH:17][c:18]([NH2:26])[cH:19][c:20]([C:22]([F:23])([F:24])[F:25])[cH:21]1)=[O:34])[CH2:35][CH2:36][CH3:37]. Starting materials: NCCC1=CNC2=CC=C(C=C12)CS(=O)(=O)NC (3-(2-aminoethyl)-1H-indole-5-yl-N-methyl methane sulphonamide), C1(=CC=CC=C1)N=COCC (ethyl N-phenylformimidate). Run in CC(=O)C (acetone). Run at time 24 hour. The product is C1(=CC=CC=C1)NC=NCCC1=CNC2=CC=C(C=C12)CS(=O)(=O)NC (3-[2-(N-phenylaminomethyleneamino)ethyl]-1H-indole-5-yl-N-methyl methane sulphonamide). The yield is 67.6%. RXN SMILES: [NH2:1][CH2:2][CH2:3][C:4]1[C:12]2[C:7](=[CH:8][CH:9]=[C:10]([CH2:13][S:14]([NH:17][CH3:18])(=[O:16])=[O:15])[CH:11]=2)[NH:6][CH:5]=1.[C:19]1([N:25]=[CH:26]OCC)[CH:24]=[CH:23][CH:22]=[CH:21][CH:20]=1>CC(C)=O>[C:19]1([NH:25][CH:26]=[N:1][CH2:2][CH2:3][C:4]2[C:12]3[C:7](=[CH:8][CH:9]=[C:10]([CH2:13][S:14]([NH:17][CH3:18])(=[O:15])=[O:16])[CH:11]=3)[NH:6][CH:5]=2)[CH:24]=[CH:23][CH:22]=[CH:21][CH:20]=1. Reported procedure: 2.67 g (0.01 m) of 3-(2-aminoethyl)-1H-indole-5-yl-N-methyl methane sulphonamide and 10 mL of acetone were charged in a 25 mL round bottom flask. 1.64g (0.01 m) of ethyl N-phenylformimidate were added and the mixture was stirred at room temperature for 24 hours. When the reaction was deemed to have terminated, as per the TLC control (eluant: butanol/acetic acid/H2O 65/13/22) the acetone was concentrated to dryness and the oil obtained was crystallized from toluene. It was filtered, was washed wi... Product: OCCOCCc1ccccc1. Starting materials: [Al+3], [H-], [H-], [H-], [H-], [Li+], C1CCOC1, O=C(O)COCCc1ccccc1. Reaction SMILES: [Al+3:15].[H-:14].[H-:17].[H-:18].[H-:19].[Li+:16].[O:20]1[CH2:21][CH2:22][CH2:23][CH2:24]1.[c:1]1([CH2:7][CH2:8][O:9][CH2:10][C:11](=[O:12])[OH:13])[cH:2][cH:3][cH:4][cH:5][cH:6]1>>[c:1]1([CH2:7][CH2:8][O:9][CH2:10][CH2:11][OH:12])[cH:2][cH:3][cH:4][cH:5][cH:6]1. The reactants are CCN=C=NCCCN(C)C (EDCI), ClC1=CC=C2C(=N1)C=C(N2)C(=O)O (5-chloro-1H-pyrrolo[3,2-b]pyridine-2-carboxylic acid), ClC=1C=C(C(=O)NN)C=CC1Cl (3,4-dichlorobenzoic acid hydrazide), CCN(C(C)C)C(C)C (DIPEA), C=1C=CC2=C(C1)N=NN2O (HOBt). The solvent is CN(C)C=O (DMF). Conditions: time 5 minute. Yields the product ClC1=CC=C2C(=N1)C=C(N2)C(=O)NNC(C2=CC(=C(C=C2)Cl)Cl)=O (3,4-Dichlorobenzoic acid N′-(5-chloro-1H-pyrrolo[3,2-b]pyridine-2-carbonyl)hydrazide). RXN SMILES: [Cl:1][C:2]1[N:7]=[C:6]2[CH:8]=[C:9]([C:11]([OH:13])=O)[NH:10][C:5]2=[CH:4][CH:3]=1.[Cl:14][C:15]1[CH:16]=[C:17]([CH:22]=[CH:23][C:24]=1[Cl:25])[C:18]([NH:20][NH2:21])=[O:19].CCN(C(C)C)C(C)C.C1C=CC2N(O)N=NC=2C=1.CCN=C=NCCCN(C)C>CN(C=O)C>[Cl:1][C:2]1[N:7]=[C:6]2[CH:8]=[C:9]([C:11]([NH:21][NH:20][C:18](=[O:19])[C:17]3[CH:22]=[CH:23][C:24]([Cl:25])=[C:15]([Cl:14])[CH:16]=3)=[O:13])[NH:10][C:5]2=[CH:4][CH:3]=1. Procedure details: To a solution of 5-chloro-1H-pyrrolo[3,2-b]pyridine-2-carboxylic acid (Preparation 5, 20.0 mg, 0.10 mmol) in DMF (5 mL) was added 3,4-dichlorobenzoic acid hydrazide (23 mg, 0.11 mmol), DIPEA (19.5 μL, 0.11 mmol) and HOBt (14.0 mg, 0.10 mmol). The resulting solution was stirred for 5 min prior to the addition of EDCI (23 mg, 1.20 mmol). The reaction mixture was stirred for 16 hr at rt then partitioned between water (10 mL) and dichloromethane (20 mL) on a hydrophobic frit. The aqueous phase was e... The reactants are Intermediate 137, ClC=1C=C(C=CC1)C1=CC(=CC=C1)N (3′-chlorobiphenyl-3-amine), C(CCC)=O (butyraldehyde). Product: C(CCC)NC=1C=C(C=CC1)C1=CC(=CC=C1)Cl (N-Butyl-3′-chlorobiphenyl-3-amine). Reaction SMILES: [Cl:1][C:2]1[CH:3]=[C:4]([C:8]2[CH:13]=[CH:12][CH:11]=[C:10]([NH2:14])[CH:9]=2)[CH:5]=[CH:6][CH:7]=1.[CH:15](=O)[CH2:16][CH2:17][CH3:18]>>[CH2:15]([NH:14][C:10]1[CH:9]=[C:8]([C:4]2[CH:5]=[CH:6][CH:7]=[C:2]([Cl:1])[CH:3]=2)[CH:13]=[CH:12][CH:11]=1)[CH2:16][CH2:17][CH3:18]. Procedure details: Following a procedure analogous to that for the synthesis of Intermediate 137, 3′-chlorobiphenyl-3-amine (Oakwood, 15 mg, 0.074 mmol) and butyraldehyde (7 μL, 0.074 mmol) were converted to a crude oil which was used without purification in the preparation of Example 143. 1H NMR (CDCl3) δ 8.17 (d, J=0.9 Hz, 1H), 7.86-7.42 (m, 3H), 7.41-7.07 (m, 3H), 6.78-6.57 (m, 1H), 3.00-2.87 (m, 2H), 1.63-1.46 (m, 2H), 1.47-1.34 (m, 2H), 1.02 (t, J=7.4 Hz, 3H); MS(ESI+) m/z 260.2 (M+H)+. The reactants are COC(=O)c1ccc2nc(N3CCC(CN(C(=O)OC(C)(C)C)C(C)c4cccc5ccccc45)C(c4cccc(F)c4)C3)[nH]c2c1, C1CCOC1, CO, Cl, [Na+], [OH-]. The product is CC(c1cccc2ccccc12)N(CC1CCN(c2nc3ccc(C(=O)O)cc3[nH]2)CC1c1cccc(F)c1)C(=O)OC(C)(C)C. RXN SMILES: [C:1]([CH3:2])([CH3:3])([CH3:4])[O:5][C:6](=[O:7])[N:8]([CH:9]([CH3:10])[c:11]1[cH:12][cH:13][cH:14][c:15]2[cH:16][cH:17][cH:18][cH:19][c:20]12)[CH2:21][CH:22]1[CH:23]([c:41]2[cH:42][c:43]([F:47])[cH:44][cH:45][cH:46]2)[CH2:24][N:25]([c:28]2[n:29][c:30]3[c:31]([nH:32]2)[cH:33][c:34]([C:37](=[O:38])[O:39][CH3:40])[cH:35][cH:36]3)[CH2:26][CH2:27]1.[CH2:51]1[O:52][CH2:53][CH2:54][CH2:55]1.[CH3:56][OH:57].[ClH:50].[Na+:49].[OH-:48]>>[C:1]([CH3:2])([CH3:3])([CH3:4])[O:5][C:6](=[O:7])[N:8]([CH:9]([CH3:10])[c:11]1[cH:12][cH:13][cH:14][c:15]2[cH:16][cH:17][cH:18][cH:19][c:20]12)[CH2:21][CH:22]1[CH:23]([c:41]2[cH:42][c:43]([F:47])[cH:44][cH:45][cH:46]2)[CH2:24][N:25]([c:28]2[n:29][c:30]3[c:31]([nH:32]2)[cH:33][c:34]([C:37](=[O:38])[OH:39])[cH:35][cH:36]3)[CH2:26][CH2:27]1.